Dataset: the Open Reaction Database (ORD), a public repository of structured organic reaction records. Task: describe an organic reaction: reactants, conditions, products, and yield The reactants are COC(=O)c1ccc(CBr)cc1, CN([N+]([O-])=N[O-])C(C)(C)C, [Na+], CN(C)C=O. Yields the product COC(=O)c1ccc(CON=[N+]([O-])N(C)C(C)(C)C)cc1. RXN SMILES: [Br:1][CH2:2][c:3]1[cH:4][cH:5][c:6]([C:7](=[O:8])[O:9][CH3:10])[cH:11][cH:12]1.[C:13]([CH3:14])([CH3:15])([CH3:16])[N:17]([N+:18](=[N:19][O-:20])[O-:21])[CH3:22].[Na+:23].[O:24]=[CH:25][N:26]([CH3:27])[CH3:28]>>[CH2:2]([c:3]1[cH:4][cH:5][c:6]([C:7](=[O:8])[O:9][CH3:10])[cH:11][cH:12]1)[O:20][N:19]=[N+:18]([N:17]([C:13]([CH3:14])([CH3:15])[CH3:16])[CH3:22])[O-:21].